This data is from the Open Reaction Database (ORD), a public repository of structured organic reaction records. The task is: describe an organic reaction: reactants, conditions, products, and yield Reactants: Cc1cc(C#N)cc(C)c1Oc1nc(Nc2ccc(C#N)cc2)nc(Cl)c1Br, CCOCC, CC#N, ClCCl, Cl, NCCN1CCCC1, C1CCOC1. The product is Cc1cc(C#N)cc(C)c1Oc1nc(Nc2ccc(C#N)cc2)nc(NCCN2CCCC2)c1Br, Cl. As a reaction SMILES: [Br:1][c:2]1[c:3]([O:18][c:19]2[c:20]([CH3:28])[cH:21][c:22]([C:26]#[N:27])[cH:23][c:24]2[CH3:25])[n:4][c:5]([NH:9][c:10]2[cH:11][cH:12][c:13]([C:14]#[N:15])[cH:16][cH:17]2)[n:6][c:7]1[Cl:8].[CH2:43]([O:44][CH2:45][CH3:46])[CH3:47].[CH3:48][C:49]#[N:50].[Cl:51][CH2:52][Cl:53].[ClH:42].[N:34]1([CH2:39][CH2:40][NH2:41])[CH2:35][CH2:36][CH2:37][CH2:38]1.[O:29]1[CH2:30][CH2:31][CH2:32][CH2:33]1>>[Br:1][c:2]1[c:3]([O:18][c:19]2[c:20]([CH3:28])[cH:21][c:22]([C:26]#[N:27])[cH:23][c:24]2[CH3:25])[n:4][c:5]([NH:9][c:10]2[cH:11][cH:12][c:13]([C:14]#[N:15])[cH:16][cH:17]2)[n:6][c:7]1[NH:41][CH2:40][CH2:39][N:34]1[CH2:35][CH2:36][CH2:37][CH2:38]1.[ClH:8]. The reactants are N([O])(S(=O)(=O)[O-])S(=O)(=O)[O-].[K+].[K+] (potassium nitrosodisulfonate), CC1(NC2=C(C=CC(=C2C1)C)C)C (2,3-dihydro-2,2,4,7-tetramethyl-1H-indole). The solvent is P(=O)([O-])([O-])[O-] (phosphate), CO (methanol). Run at time 1.5 hour. Yields the product CC1(N=C2C(=CC(C(=C2C1)C)=O)C)C (2,3-Dihydro-2,2,4,7-tetramethyl-5H-indol-5-one). Isolated yield 71.7%. RXN SMILES: N(S([O-])(=O)=O)(S([O-])(=O)=[O:4])[O].[K+].[K+].[CH3:13][C:14]1([CH3:25])[CH2:22][C:21]2[C:16](=[C:17]([CH3:24])[CH:18]=[CH:19][C:20]=2[CH3:23])[NH:15]1>P([O-])([O-])([O-])=O.CO>[CH3:13][C:14]1([CH3:25])[CH2:22][C:21]2[C:16]([C:17]([CH3:24])=[CH:18][C:19](=[O:4])[C:20]=2[CH3:23])=[N:15]1 |f:0.1.2,^1:9|. Procedure: To a solution of 65% potassium nitrosodisulfonate (10.4 g, 25.2 mmol) in pH 6.86 phosphate buffer (320 ml) was added a solution of 2,3-dihydro-2,2,4,7-tetramethyl-1H-indole (2.21 g, 12.6 mmol) in methanol (50 ml) and stirred at room temperature for 1.5 hours. The reaction mixture was extracted three times with toluene. The organic layers were combined, washed with water and saturated brine, dried over magnesium sulfate, filtered and concentrated under reduced pressure. The residue was subjected ... Reactants: C(#N)[BH3-].[Na+] (sodium cyanoborohydride), C=O (formalin), FC1=CC=C(C=C1)C1(CCN(CC1)C(=O)OC(C)(C)C)COCC1=CC(=CC=2N(N=NC21)C)C(F)(F)F (tert-Butyl 4-(4-fluorophenyl)-4-(((1-methyl-6-(trifluoromethyl)-1H-benzo[d][1,2,3]triazol-4-yl)methoxy)methyl)piperidine-1-carboxylate). Reagents/catalysts: C(C)(=O)O (acetic acid). Solvent: FC(C(=O)O)(F)F (trifluoroacetic acid). Conditions: time 30 minute. Yields the product FC1=CC=C(C=C1)C1(CCN(CC1)C)COCC1=CC(=CC=2N(N=NC21)C)C(F)(F)F (4-(((4-(4-Fluorophenyl)-1-methylpiperidin-4-yl)methoxy)methyl)-1-methyl-6-(trifluoromethyl)-1H-benzo[d][1,2,3]triazole). Reaction SMILES: [F:1][C:2]1[CH:7]=[CH:6][C:5]([C:8]2([CH2:21][O:22][CH2:23][C:24]3[C:32]4[N:31]=[N:30][N:29]([CH3:33])[C:28]=4[CH:27]=[C:26]([C:34]([F:37])([F:36])[F:35])[CH:25]=3)[CH2:13][CH2:12][N:11]([C:14](OC(C)(C)C)=O)[CH2:10][CH2:9]2)=[CH:4][CH:3]=1.C([BH3-])#N.[Na+].C=O>FC(F)(F)C(O)=O.C(O)(=O)C>[F:1][C:2]1[CH:3]=[CH:4][C:5]([C:8]2([CH2:21][O:22][CH2:23][C:24]3[C:32]4[N:31]=[N:30][N:29]([CH3:33])[C:28]=4[CH:27]=[C:26]([C:34]([F:37])([F:35])[F:36])[CH:25]=3)[CH2:13][CH2:12][N:11]([CH3:14])[CH2:10][CH2:9]2)=[CH:6][CH:7]=1 |f:1.2|. Procedure: tert-Butyl 4-(4-fluorophenyl)-4-(((1-methyl-6-(trifluoromethyl)-1H-benzo[d][1,2,3]triazol-4-yl)methoxy)methyl)piperidine-1-carboxylate (14 mg, 0.027 mmol) was dissolved in trifluoroacetic acid (25% in dichloromethane, 1 mL) and stirred at room temperature for 30 min. The reaction was concentrated, loaded onto a strong cation exchange cartridge in methanol, and flushed with several volumes of methanol which were discarded. The crude secondary amine was eluted in 2M ammonia and concentrated. The r... Starting materials: CC=1SC2=C(N1)C=CC=C2 (2-methyl benzothiazole), BrCCCCCC(=O)O (6-bromohexanoic acid). Conditions: temperature 120 celsius. Yields the product [Br-].CC=1SC2=C([N+]1CCCCCC(=O)O)C=CC=C2 (2-methyl-3-(5-carboxypentyl) benzothiazolium bromide). The yield is 212.9%. As a reaction SMILES: [CH3:1][C:2]1[S:3][C:4]2[CH:10]=[CH:9][CH:8]=[CH:7][C:5]=2[N:6]=1.[Br:11][CH2:12][CH2:13][CH2:14][CH2:15][CH2:16][C:17]([OH:19])=[O:18]>>[Br-:11].[CH3:1][C:2]1[S:3][C:4]2[CH:10]=[CH:9][CH:8]=[CH:7][C:5]=2[N+:6]=1[CH2:12][CH2:13][CH2:14][CH2:15][CH2:16][C:17]([OH:19])=[O:18] |f:2.3|. Reported procedure: 2-methyl benzothiazole (19.5g, 0.1M) and 6-bromohexanoic acid (15.3g, 0.1M) were mixed and heated at 120° C. for 4 hours under continuous agitation. The resulting solid was broken up, ground with ether and then filtered. The filtrate was washed with more ether (250ml) to yield an off-white powder (57.5g). Reactants: [OH-].[Na+] (NaOH), O=P12OP3(=O)OP(=O)(O1)OP(=O)(O2)O3 (P2O5), O=C(CNC(CCC#C)=O)C1=CC=CC=C1 (pent-4-ynoic acid (2-oxo-2-phenyl-ethyl)-amide), [OH-].[Na+] (NaOH). Run in O=P(Cl)(Cl)Cl (POCl3). Conditions: temperature 105 celsius, time 2 hour. The product is C(CC#C)C=1OC(=CN1)C1=CC=CC=C1 (2-(but-3-ynyl)-5-phenyloxazole). Isolated yield 21.6%. RXN SMILES: O=P12OP3(OP(OP(O3)(O1)=O)(=O)O2)=O.O=[C:16]([C:25]1[CH:30]=[CH:29][CH:28]=[CH:27][CH:26]=1)[CH2:17][NH:18][C:19](=[O:24])[CH2:20][CH2:21][C:22]#[CH:23].[OH-].[Na+]>O=P(Cl)(Cl)Cl>[CH2:20]([C:19]1[O:24][C:16]([C:25]2[CH:30]=[CH:29][CH:28]=[CH:27][CH:26]=2)=[CH:17][N:18]=1)[CH2:21][C:22]#[CH:23] |f:2.3|. Procedure: 907 mg (6.39 mmol) of P2O5 were added to a solution of pent-4-ynoic acid (2-oxo-2-phenyl-ethyl)-amide (160 mg, 0.74 mmol) in POCl3 (10.4 mL). The reaction mixture was stirred for 2 hours at 105° C. and then poured carefully onto ice. The solution was basified with NaOH 1N followed by NaOH pellets till pH=8. The aqueous phase was extracted thrice with DCM. The organic phase was washed with brine, dried over MgSO4, filtered and evaporated. The crude residue was purified by flash chromatography (DC... Starting materials: COC1=C(CN(C(OC(C)(C)C)=O)C2=CC=C3C(=N2)N(C(N3)=O)[C@H](C)C=3C=NC=CC3)C=CC(=C1)OC ((R)-tert-butyl 2,4-dimethoxybenzyl(2-oxo-3-(1-(pyridin-3-yl)ethyl)-2,3-dihydro-1H-imidazo[4,5-b]pyridin-5-yl)carbamate), C(=O)(C(F)(F)F)O (TFA), C(C)[SiH](CC)CC (triethylsilane). RXN SMILES: COC1C=C(OC)C=CC=1C[N:6]([C:14]1[N:19]=[C:18]2[N:20]([C@@H:24]([C:26]3[CH:27]=[N:28][CH:29]=[CH:30][CH:31]=3)[CH3:25])[C:21](=[O:23])[NH:22][C:17]2=[CH:16][CH:15]=1)C(=O)OC(C)(C)C.C(O)(C(F)(F)F)=O.C([SiH](CC)CC)C>C(Cl)Cl>[NH2:6][C:14]1[N:19]=[C:18]2[N:20]([C@@H:24]([C:26]3[CH:27]=[N:28][CH:29]=[CH:30][CH:31]=3)[CH3:25])[C:21](=[O:23])[NH:22][C:17]2=[CH:16][CH:15]=1. The product is NC1=CC=C2C(=N1)N(C(N2)=O)[C@H](C)C=2C=NC=CC2 ((R)-5-amino-3-(1-(pyridin-3-yl)ethyl)-1H-imidazo[4,5-b]pyridin-2(3H)-one). Procedure: A solution of (R)-tert-butyl 2,4-dimethoxybenzyl(2-oxo-3-(1-(pyridin-3-yl)ethyl)-2,3-dihydro-1H-imidazo[4,5-b]pyridin-5-yl)carbamate in methylene chloride (15 mL) was treated with TFA (15 mL) and triethylsilane (1.0 mL) for one hour. The mixture was concentrated to provide the intermediate (R)-5-amino-3-(1-(pyridin-3-yl)ethyl)-1H-imidazo[4,5-b]pyridin-2(3H)-one (68), which was dissolved in acetonitrile (50 mL) and stirred vigorously with di-tert-butyl dicarbonate (1.0 g) and potassium carbonate ... The solvent is C(Cl)Cl (methylene chloride). Starting materials: BrC=1C=C(C=CC1S(NC=1C=CC2=C(B(OC2)O)C1)(=O)=O)NC(C(F)(F)F)=O (N-(3-bromo-4-(N-(1-hydroxy-1,3-dihydrobenzo[c][1,2]oxaborol-6-yl)sulfamoyl)phenyl)-2,2,2-trifluoroacetamide), C(CCC)[Sn](C#CC)(CCCC)CCCC (tributyl(prop-1-ynyl)stannane), CN(C)CCO (dimethylamino ethanol). Reagents/catalysts: C1=CC=C(C=C1)P([C-]2C=CC=C2)C3=CC=CC=C3.C1=CC=C(C=C1)P([C-]2C=CC=C2)C3=CC=CC=C3.Cl[Pd]Cl.[Fe+2] (Pd(dppf)2Cl2). Run in CN1CCCC1=O (NMP). Run at temperature 100 celsius, time 12 hour. Product: NC1=CC(=C(C=C1)S(=O)(=O)NC=1C=CC2=C(B(OC2)O)C1)C#CC (4-amino-N-(1-hydroxy-1,3-dihydrobenzo[c][1,2]oxaborol-6-yl)-2-(prop-1-ynyl)benzenesulfonamide), NC1=CC(=C(C=C1)S(=O)(=O)NC=1C=CC2=C(B(OC2)O)C1)CCCC (4-amino-2-butyl-N-(1-hydroxy-1,3-dihydrobenzo[c][1,2]oxaborol-6-yl)benzenesulfonamide). As a reaction SMILES: Br[C:2]1[CH:3]=[C:4]([NH:22]C(=O)C(F)(F)F)[CH:5]=[CH:6][C:7]=1[S:8](=[O:21])(=[O:20])[NH:9][C:10]1[CH:11]=[CH:12][C:13]2[CH2:17][O:16][B:15]([OH:18])[C:14]=2[CH:19]=1.[CH2:29]([Sn]([CH2:41][CH2:42][CH2:43][CH3:44])(CCCC)C#CC)[CH2:30][CH2:31]C.CN(CCO)C>CN1C(=O)CCC1.C1C=CC(P(C2C=CC=CC=2)[C-]2C=CC=C2)=CC=1.C1C=CC(P(C2C=CC=CC=2)[C-]2C=CC=C2)=CC=1.Cl[Pd]Cl.[Fe+2]>[NH2:22][C:4]1[CH:5]=[CH:6][C:7]([S:8]([NH:9][C:10]2[CH:11]=[CH:12][C:13]3[CH2:17][O:16][B:15]([OH:18])[C:14]=3[CH:19]=2)(=[O:21])=[O:20])=[C:2]([C:29]#[C:30][CH3:31])[CH:3]=1.[NH2:22][C:4]1[CH:5]=[CH:6][C:7]([S:8]([NH:9][C:10]2[CH:11]=[CH:12][C:13]3[CH2:17][O:16][B:15]([OH:18])[C:14]=3[CH:19]=2)(=[O:20])=[O:21])=[C:2]([CH2:41][CH2:42][CH2:43][CH3:44])[CH:3]=1 |f:4.5.6.7|. Procedure: The mix of compound N-(3-bromo-4-(N-(1-hydroxy-1,3-dihydrobenzo[c][1,2]oxaborol-6-yl)sulfamoyl)phenyl)-2,2,2-trifluoroacetamide (87 mg, 0.182 mmol), tributyl(prop-1-ynyl)stannane (75.8 mg, 0.2 mmol), dimethylamino ethanol (17.9 mg, 0.2 mmol) and Pd(dppf)2Cl2 in NMP (2 ml) was degassed and heated to 100° C. overnight. The reaction mixture was washed with H2O, 1N NaOH and brine, dried over MgSO4, filtered and evaporated in reduced pressure to dryness. The residue was dissolved in 7N NH3/MeOH and s...